Dataset: the Open Reaction Database (ORD), a public repository of structured organic reaction records. Task: describe an organic reaction: reactants, conditions, products, and yield The reactants are [OH-].[K+] (KOH), C(C)OC(C(C(=O)OCC)CC=1C=NC(=C(C1)C)N(C(=O)OC(C)(C)C)C(=O)OC(C)(C)C)=O (2-(6-[N,N-bis(tert-butoxycarbonyl)amino]-5-methyl-pyridin-3-ylmethyl)-malonic acid diethyl ester). The solvent is C(C)O (ethanol), C(C)O (ethanol), C(Cl)Cl (methylene chloride). Reaction conditions: time 18 hour. The product is C(C)OC(C(C(=O)O)CC=1C=NC(=C(C1)C)N(C(=O)OC(C)(C)C)C(=O)OC(C)(C)C)=O (2-(6-[N,N-bis(tert-butoxy-carbonyl)amino]-5-methyl-pyridin-3-ylmethyl)-malonic acid monoethyl ester). Isolated yield 88.4%. As a reaction SMILES: [OH-].[K+].[CH2:3]([O:5][C:6](=[O:36])[CH:7]([CH2:13][C:14]1[CH:15]=[N:16][C:17]([N:21]([C:29]([O:31][C:32]([CH3:35])([CH3:34])[CH3:33])=[O:30])[C:22]([O:24][C:25]([CH3:28])([CH3:27])[CH3:26])=[O:23])=[C:18]([CH3:20])[CH:19]=1)[C:8]([O:10]CC)=[O:9])[CH3:4]>C(O)C.C(Cl)Cl>[CH2:3]([O:5][C:6](=[O:36])[CH:7]([CH2:13][C:14]1[CH:15]=[N:16][C:17]([N:21]([C:22]([O:24][C:25]([CH3:28])([CH3:27])[CH3:26])=[O:23])[C:29]([O:31][C:32]([CH3:33])([CH3:34])[CH3:35])=[O:30])=[C:18]([CH3:20])[CH:19]=1)[C:8]([OH:10])=[O:9])[CH3:4] |f:0.1|. Procedure details: A solution of KOH (154 mg, 2.75 mmol) in ethanol (2 mL) was added to a solution 2-(6-[N,N-bis(tert-butoxycarbonyl)amino]-5-methyl-pyridin-3-ylmethyl)-malonic acid diethyl ester (1.2 g, 2.50 mmol) in ethanol (10 mL) and methylene chloride (4 mL) at 0° C. The mixture was stirred for 18 h at room temperature. The mixture was concentrated under reduced pressure and the residue dissolved in water. Ethyl acetate was added and the organic layer was washed with 0.5 M HCl, water, brine and dried. After f... The reactants are C(C)(=O)N1C(CC(C2=CC(=CC=C12)CC)C)(C)C (1-acetyl-6-ethyl-1,2,3,4-tetrahydro-2,2,4-trimethylquinoline), [Al+3].[Cl-].[Cl-].[Cl-] (AlCl3). The solvent is C1=CC=CC=C1 (benzene). Product: C(C)(=O)N1C(CC(C2=CC(=CC=C12)CC)(C)C1=CC=CC=C1)(C)C (1-Acetyl-6-ethyl-4-phenyl-1,2,3,4-tetrahydro-2,2,4-trimethylquinoline). Reaction SMILES: [C:1]([N:4]1[C:13]2[C:8](=[CH:9][C:10]([CH2:14][CH3:15])=[CH:11][CH:12]=2)[CH:7]([CH3:16])[CH2:6][C:5]1([CH3:18])[CH3:17])(=[O:3])[CH3:2].[Al+3].[Cl-].[Cl-].[Cl-]>C1C=CC=CC=1>[C:1]([N:4]1[C:13]2[C:8](=[CH:9][C:10]([CH2:14][CH3:15])=[CH:11][CH:12]=2)[C:7]([C:8]2[CH:13]=[CH:12][CH:11]=[CH:10][CH:9]=2)([CH3:16])[CH2:6][C:5]1([CH3:17])[CH3:18])(=[O:3])[CH3:2] |f:1.2.3.4|. Procedure: Friedel-Crafts alkylation of benzene (10 ml) with 1-acetyl-6-ethyl-1,2,3,4-tetrahydro-2,2,4-trimethylquinoline (410 mg) in the presence of AlCl3 (710 mg) was performed according to the method described in example 3. The reactants are N#Cc1ccc(C=O)cc1, COC(=O)Oc1ccc(N)cc1, c1ccccc1. Product: COC(=O)Oc1ccc(N=Cc2ccc(C#N)cc2)cc1. RXN SMILES: [C:13](#[N:14])[c:15]1[cH:16][cH:17][c:18]([CH:19]=[O:20])[cH:21][cH:22]1.[CH3:1][O:2][C:3](=[O:4])[O:5][c:6]1[cH:7][cH:8][c:9]([NH2:10])[cH:11][cH:12]1.[cH:23]1[cH:24][cH:25][cH:26][cH:27][cH:28]1>>[CH3:1][O:2][C:3](=[O:4])[O:5][c:6]1[cH:7][cH:8][c:9]([N:10]=[CH:19][c:18]2[cH:17][cH:16][c:15]([C:13]#[N:14])[cH:22][cH:21]2)[cH:11][cH:12]1. The reactants are C1CCOC1, CCOC(=O)CS(=O)(=O)Cl, CC(C)(C)N. Product: CCOC(=O)CS(=O)(=O)NC(C)(C)C. As a reaction SMILES: [CH2:16]1[O:17][CH2:18][CH2:19][CH2:20]1.[CH2:6]([CH3:7])[O:8][C:9](=[O:10])[CH2:11][S:12](=[O:13])(=[O:14])[Cl:15].[CH3:1][C:2]([CH3:3])([CH3:4])[NH2:5]>>[CH3:1][C:2]([CH3:3])([CH3:4])[NH:5][S:12]([CH2:11][C:9]([O:8][CH2:6][CH3:7])=[O:10])(=[O:13])=[O:14]. Starting materials: ( 22-L ), C(\C=C/C(=O)O)(=O)O.FC=1C=C2C=3C[C@H](CCC3NC2=CC1)CNC[C@H]1COC=2C(=C3C=CC(=NC3=CC2)C)O1 (N-{[(3S)-6-fluoro-2,3,4,9-tetrahydro-1H-carbazole-3-yl]methyl}-N-{[(2S)-8-methyl-2,3-dihydro[1,4]Dioxino[2,3-f]quinolin-2-yl]methyl}amine maleic acid salt), C([O-])([O-])=O.[K+].[K+] (potassium carbonate). The solvent is C(C)O (ethanol). Run at temperature 50.5 celsius, time 1 hour. The product is FC=1C=C2C=3C[C@H](CCC3NC2=CC1)CNC[C@H]1COC=2C(=C3C=CC(=NC3=CC2)C)O1 (N-{[(3S)-6-fluoro-2,3,4,9-tetrahydro-1H-carbazole-3-yl]Methyl}-N-{[(2S)-8-methyl-2,3-dihydro[1,4]Dioxino[2,3-f]Quinolin-2-yl]methyl}amine). Yield: 74.4%. As a reaction SMILES: C(O)(=O)/C=C\C(O)=O.[F:9][C:10]1[CH:11]=[C:12]2[C:20](=[CH:21][CH:22]=1)[NH:19][C:18]1[CH2:17][CH2:16][C@H:15]([CH2:23][NH:24][CH2:25][C@@H:26]3[O:40][C:30]4=[C:31]5[C:36](=[CH:37][CH:38]=[C:29]4[O:28][CH2:27]3)[N:35]=[C:34]([CH3:39])[CH:33]=[CH:32]5)[CH2:14][C:13]2=1.C(=O)([O-])[O-].[K+].[K+]>C(O)C>[F:9][C:10]1[CH:11]=[C:12]2[C:20](=[CH:21][CH:22]=1)[NH:19][C:18]1[CH2:17][CH2:16][C@H:15]([CH2:23][NH:24][CH2:25][C@@H:26]3[O:40][C:30]4=[C:31]5[C:36](=[CH:37][CH:38]=[C:29]4[O:28][CH2:27]3)[N:35]=[C:34]([CH3:39])[CH:33]=[CH:32]5)[CH2:14][C:13]2=1 |f:0.1,2.3.4|. Procedure: Ethanol (grade 2B, 8.0 L) was charged to a charged to a (22-L) reactor equipped with an overhead stirrer, temperature controller, thermocouple, and reflux condenser. N-{[(3S)-6-fluoro-2,3,4,9-tetrahydro-1H-carbazole-3-yl]methyl}-N-{[(2S)-8-methyl-2,3-dihydro[1,4]Dioxino[2,3-f]quinolin-2-yl]methyl}amine maleic acid salt, (800 g, 1.46 mole) (Example 93), was added to the reactor followed by solid potassium carbonate (325 mesh, 222 g, 1.6 mole). The slurry was heated with stirring under nitrogen at...